Dataset: the Open Reaction Database (ORD), a public repository of structured organic reaction records. Task: describe an organic reaction: reactants, conditions, products, and yield The reactants are C(C)C=1C=C(C=O)C=C(C1O)C (3-ethyl-4-hydroxy-5-methyl-benzaldehyde), C(C)C1=C(C(=CC=C1)C)O (2-ethyl-6-methyl-phenol), C(=O)([O-])[O-].[K+].[K+] (K2CO3), C(C1=CC=CC=C1)Br (benzylbromide), C(C)C=1C=C(C(=N)NO)C=C(C1O)C (3-ethyl-4,N-dihydroxy-5-methyl-benzamidine). Run in O (water), CC#N (MeCN). Reaction conditions: temperature 60 celsius, time 2 hour. The product is C(C1=CC=CC=C1)OC1=C(C=C(C=O)C=C1C)CC (4-benzyloxy-3-ethyl-5-methyl-benzaldehyde). As a reaction SMILES: [CH2:1]([C:3]1[CH:4]=[C:5]([CH:8]=[C:9]([CH3:12])[C:10]=1[OH:11])[CH:6]=[O:7])[CH3:2].[CH2:13]([C:15]1[CH:20]=[CH:19][CH:18]=[C:17](C)[C:16]=1O)C.C(C1C=C(C=C(C)C=1O)C(NO)=N)C.C([O-])([O-])=O.[K+].[K+].C(Br)C1C=CC=CC=1>CC#N.O>[CH2:13]([O:11][C:10]1[C:9]([CH3:12])=[CH:8][C:5]([CH:6]=[O:7])=[CH:4][C:3]=1[CH2:1][CH3:2])[C:15]1[CH:20]=[CH:19][CH:18]=[CH:17][CH:16]=1 |f:3.4.5|. Reported procedure: To a solution of 3-ethyl-4-hydroxy-5-methyl-benzaldehyde (34.9 g, 0.213 mol, prepared from 2-ethyl-6-methyl-phenol according to the literature cited for 3-ethyl-4,N-dihydroxy-5-methyl-benzamidine) in MeCN (350 mL), K2CO3 (58.7 g, 0.425 mol) and benzylbromide (36.4 g, 0.213 mol) are added. The mixture is stirred at 60° C. for 2 h before it is cooled to rt, diluted with water and extracted twice with EA. The org. extracts are washed with water and concentrated to give crude 4-benzyloxy-3-ethyl-5-m... Reactants: C(C)OC1=CC2=C(C=3C=CC(OC3C(=C2F)F)C2CCC(CC2)CCC)C=C1 (8-ethoxy-5,6-difluoro-3-(4-propylcyclohexyl)-3H-benzo[f]chromene). The reagents and catalysts are [Pd] (Pd/C). Solvent: C1CCOC1 (THF). The product is C(C)OC1=CC2=C(C=3CCC(OC3C(=C2F)F)C2CCC(CC2)CCC)C=C1 (8-ethoxy-5,6-difluoro-3-(4-propylcyclohexyl)-2,3-dihydro-1H-benzo[f]chromene). Reaction SMILES: [CH2:1]([O:3][C:4]1[CH:28]=[CH:27][C:7]2[C:8]3[CH:9]=[CH:10][CH:11]([CH:18]4[CH2:23][CH2:22][CH:21]([CH2:24][CH2:25][CH3:26])[CH2:20][CH2:19]4)[O:12][C:13]=3[C:14]([F:17])=[C:15]([F:16])[C:6]=2[CH:5]=1)[CH3:2]>C1COCC1.[Pd]>[CH2:1]([O:3][C:4]1[CH:28]=[CH:27][C:7]2[C:8]3[CH2:9][CH2:10][CH:11]([CH:18]4[CH2:23][CH2:22][CH:21]([CH2:24][CH2:25][CH3:26])[CH2:20][CH2:19]4)[O:12][C:13]=3[C:14]([F:17])=[C:15]([F:16])[C:6]=2[CH:5]=1)[CH3:2]. Reported procedure: 5.1 g (13.1 mmol) of 8-ethoxy-5,6-difluoro-3-(4-propylcyclohexyl)-3H-benzo[f]chromene are hydrogenated at atmospheric pressure in THF and in the presence of Pd/C (5% of Pd). The reaction solution is filtered, and the filtrate is evaporated to dryness. The residue is recrystallised from ethyl acetate, giving 8-ethoxy-5,6-difluoro-3-(4-propylcyclohexyl)-2,3-dihydro-1H-benzo[f]chromene as a colourless solid (m.p. 158° C.).